Dataset: the Open Reaction Database (ORD), a public repository of structured organic reaction records. Task: describe an organic reaction: reactants, conditions, products, and yield Reactants: CC1=C(C=C(C=C1)C(CC(C(F)(F)F)=O)=O)C(F)(F)F (1-(4-methyl-3-trifluoromethyl-phenyl)-4,4,4-trifluoro-butane-1,3-dione), 4-methyl-3-trifluoromethyl-acetophenone, NC1=NNC=C1C=1C=NC=CC1 (3-amino-4-(3-pyridinyl)-pyrazole). The product is CC1=C(C=C(C=C1)C1=NC=2N(C(=C1)C(F)(F)F)N=CC2C=2C=NC=CC2)C(F)(F)F (5-(4-Methyl-3-trifluoromethyl-phenyl)-3-pyridin-3-yl-7-trifluoromethyl-pyrazolo[1,5-a]pyrimidine). Yield: 75.8%. As a reaction SMILES: [CH3:1][C:2]1[CH:7]=[CH:6][C:5]([C:8](=O)[CH2:9][C:10](=O)[C:11]([F:14])([F:13])[F:12])=[CH:4][C:3]=1[C:17]([F:20])([F:19])[F:18].[NH2:21][C:22]1[C:26]([C:27]2[CH:28]=[N:29][CH:30]=[CH:31][CH:32]=2)=[CH:25][NH:24][N:23]=1>>[CH3:1][C:2]1[CH:7]=[CH:6][C:5]([C:8]2[CH:9]=[C:10]([C:11]([F:14])([F:13])[F:12])[N:23]3[N:24]=[CH:25][C:26]([C:27]4[CH:28]=[N:29][CH:30]=[CH:31][CH:32]=4)=[C:22]3[N:21]=2)=[CH:4][C:3]=1[C:17]([F:20])([F:19])[F:18]. Reported procedure: Reaction of 1-(4-methyl-3-trifluoromethyl-phenyl)-4,4,4-trifluoro-butane-1,3-dione (149 mg, 0.5 mmol), prepared from 4-methyl-3-trifluoromethyl-acetophenone according to general procedure A, and 3-amino-4-(3-pyridinyl)-pyrazole [CAS No. 40545-68-2; prepared from 3-cyanomethyl-pyridine as described in Bioorg. Med. Chem. Lett. 12 (2002) 3537-3541] (80 mg, 0.5 mmol) according to general procedure B yielded the title compound as a yellow solid (160 mg, 76%). MS (ISP) 423.2 [(M+H)+]; mp 182° C. Starting materials: CCO, COc1ccc([N+](=O)[O-])c(C(F)(F)F)n1, CCOC(C)=O, [Na+], [OH-], O, O, O, Cl[Sn]Cl. Reaction SMILES: [CH2:24]([OH:25])[CH3:26].[CH3:1][O:2][c:3]1[cH:4][cH:5][c:6]([N+:13]([O-:14])=[O:15])[c:7]([C:9]([F:10])([F:11])[F:12])[n:8]1.[CH3:27][CH2:28][O:29][C:30](=[O:31])[CH3:32].[Na+:23].[OH-:22].[OH2:16].[OH2:17].[OH2:21].[Sn:18]([Cl:19])[Cl:20]>>[CH3:1][O:2][c:3]1[cH:4][cH:5][c:6]([NH2:13])[c:7]([C:9]([F:10])([F:11])[F:12])[n:8]1. Yields the product COc1ccc(N)c(C(F)(F)F)n1. The product is OCCCCN1C(NC(=CC1=O)NC1=CC(=C(C=C1)C)CC)=O (3-(4-hydroxybutyl)-6-(3-ethyl-4-methylanilino)uracil). Procedure details: Aqueous concentrated ammonia (150 ml) was added to a stirred suspension of 3-(4-acetoxybutyl)-6-(3-ethyl-4-methylanilino)uracil (10.5 g, 24 mmol) in 150 ml of methanol at room temperature. After 30 minutes, all solid was dissolved, and the solution was stirred for 72 hours. The solvent was removed, and the solid was co-evaporated three times with methanol, and filtered from methanol to give the product as a white solid (9.0 g, 97%). The yield is 118.2%. Reaction conditions: time 30 minute. Starting materials: N (ammonia), C(C)(=O)OCCCCN1C(NC(=CC1=O)NC1=CC(=C(C=C1)C)CC)=O (3-(4-acetoxybutyl)-6-(3-ethyl-4-methylanilino)uracil). The solvent is CO (methanol). Reaction SMILES: N.C([O:5][CH2:6][CH2:7][CH2:8][CH2:9][N:10]1[C:15](=[O:16])[CH:14]=[C:13]([NH:17][C:18]2[CH:23]=[CH:22][C:21]([CH3:24])=[C:20]([CH2:25][CH3:26])[CH:19]=2)[NH:12][C:11]1=[O:27])(=O)C>CO>[OH:5][CH2:6][CH2:7][CH2:8][CH2:9][N:10]1[C:15](=[O:16])[CH:14]=[C:13]([NH:17][C:18]2[CH:23]=[CH:22][C:21]([CH3:24])=[C:20]([CH2:25][CH3:26])[CH:19]=2)[NH:12][C:11]1=[O:27]. The reactants are COC(C(CC#N)N1CCC(CC1)(F)F)=O (3-cyano-2-(4,4-difluoro-piperidin-1-yl)-propionic acid methyl ester), [BH4-].[Na+] (sodium borohydride), [OH-].[NH4+] (ammonium hydroxide). The reagents and catalysts are O.O.O.O.O.O.[Co](Cl)Cl (cobalt (II) chloride hexahydrate). Run in C1CCOC1 (THF), O (water). Conditions: time 2 day. Yields the product FC1(CCN(CC1)C1C(NCC1)=O)F (3-(4,4-Difluoro-piperidin-1-yl)-pyrrolidin-2-one). The yield is 46.5%. Reaction SMILES: C[O:2][C:3](=O)[CH:4]([N:8]1[CH2:13][CH2:12][C:11]([F:15])([F:14])[CH2:10][CH2:9]1)[CH2:5][C:6]#[N:7].[BH4-].[Na+].[OH-].[NH4+]>C1COCC1.O.O.O.O.O.O.O.[Co](Cl)Cl>[F:14][C:11]1([F:15])[CH2:12][CH2:13][N:8]([CH:4]2[CH2:5][CH2:6][NH:7][C:3]2=[O:2])[CH2:9][CH2:10]1 |f:1.2,3.4,7.8.9.10.11.12.13|. Procedure details: Treat a 0° C. mixture of 3-cyano-2-(4,4-difluoro-piperidin-1-yl)-propionic acid methyl ester (3.74 g, 16.1 mmol) and cobalt (II) chloride hexahydrate (1.92 g, 8.07 mmol) in THF (50 mL) and water (25 mL) portion-wise with sodium borohydride (3.05 g, 80.6 mmol) and warm to room temperature and stir for 2 days under N2. Treat the reaction with 28% ammonium hydroxide (2 mL) and filter through hyflo. Remove the solvent from the filtrate in vacuo and dilute the residue with minimal water and brine and... Starting materials: COC(=O)c1cc2cc(O)ccc2o1, CC(C)OC(=O)N=NC(=O)OC(C)C, C1CCOC1, OCCN1CCCC1, c1ccc(P(c2ccccc2)c2ccccc2)cc1. Yields the product COC(=O)c1cc2cc(OCCN3CCCC3)ccc2o1. RXN SMILES: [CH3:1][O:2][C:3](=[O:4])[c:5]1[o:6][c:7]2[c:8]([cH:9]1)[cH:10][c:11]([OH:14])[cH:12][cH:13]2.[O:42]=[C:43]([O:44][CH:45]([CH3:46])[CH3:47])[N:48]=[N:49][C:50]([O:51][CH:52]([CH3:53])[CH3:54])=[O:55].[O:56]1[CH2:57][CH2:58][CH2:59][CH2:60]1.[OH:34][CH2:35][CH2:36][N:37]1[CH2:38][CH2:39][CH2:40][CH2:41]1.[c:15]1([P:16]([c:17]2[cH:18][cH:19][cH:20][cH:21][cH:22]2)[c:23]2[cH:24][cH:25][cH:26][cH:27][cH:28]2)[cH:29][cH:30][cH:31][cH:32][cH:33]1>>[CH3:1][O:2][C:3](=[O:4])[c:5]1[o:6][c:7]2[c:8]([cH:9]1)[cH:10][c:11]([O:14][CH2:35][CH2:36][N:37]1[CH2:38][CH2:39][CH2:40][CH2:41]1)[cH:12][cH:13]2. Starting materials: O=C(c1ncc[nH]1)c1ncc[nH]1, O=C(O)c1cc2c(cc1O)OCO2, ClCCl, CC(N)CO. Product: CC(CO)NC(=O)c1cc2c(cc1O)OCO2. As a reaction SMILES: [C:14]([c:15]1[nH:16][cH:17][cH:18][n:19]1)([c:20]1[nH:21][cH:22][cH:23][n:24]1)=[O:25].[CH2:1]1[O:2][c:3]2[cH:4][c:5]([OH:13])[c:6]([C:7](=[O:8])[OH:9])[cH:10][c:11]2[O:12]1.[CH2:31]([Cl:32])[Cl:33].[NH2:26][CH:27]([CH2:28][OH:29])[CH3:30]>>[CH2:1]1[O:2][c:3]2[cH:4][c:5]([OH:13])[c:6]([C:7](=[O:9])[NH:26][CH:27]([CH2:28][OH:29])[CH3:30])[cH:10][c:11]2[O:12]1. The reactants are CC(=O)O, Cc1cc(OCC=C(c2ccc(C#CCN3CCOCC3)cc2)c2ccc(SC3CC3)cc2)ccc1OCC(=O)O, O, OO. Yields the product Cc1cc(OCC=C(c2ccc(C#CCN3CCOCC3)cc2)c2ccc(S(=O)C3CC3)cc2)ccc1OCC(=O)O. Reaction SMILES: [CH3:44][C:45](=[O:46])[OH:47].[CH:1]1([S:4][c:5]2[cH:6][cH:7][c:8]([C:11](=[CH:12][CH2:13][O:14][c:15]3[cH:16][c:17]([CH3:26])[c:18]([O:19][CH2:20][C:21](=[O:22])[OH:23])[cH:24][cH:25]3)[c:27]3[cH:28][cH:29][c:30]([C:33]#[C:34][CH2:35][N:36]4[CH2:37][CH2:38][O:39][CH2:40][CH2:41]4)[cH:31][cH:32]3)[cH:9][cH:10]2)[CH2:2][CH2:3]1.[OH2:48].[OH:42][OH:43]>>[CH:1]1([S:4]([c:5]2[cH:6][cH:7][c:8]([C:11](=[CH:12][CH2:13][O:14][c:15]3[cH:16][c:17]([CH3:26])[c:18]([O:19][CH2:20][C:21](=[O:22])[OH:23])[cH:24][cH:25]3)[c:27]3[cH:28][cH:29][c:30]([C:33]#[C:34][CH2:35][N:36]4[CH2:37][CH2:38][O:39][CH2:40][CH2:41]4)[cH:31][cH:32]3)[cH:9][cH:10]2)=[O:42])[CH2:2][CH2:3]1. The reactants are CC(=O)OC(C)(C)C, C1CCOC1, CC(C)[N-]C(C)C, [Li+], C=CCC(C)C(OC(=O)OCC(Cl)(Cl)Cl)C(C)C(=O)C(C)(C)C=O, O. Product: C=CCC(C)C(OC(=O)OCC(Cl)(Cl)Cl)C(C)C(=O)C(C)(C)C(O)CC(=O)OC(C)(C)C. Reaction SMILES: [C:1]([CH3:2])(=[O:3])[O:4][C:5]([CH3:6])([CH3:7])[CH3:8].[CH2:42]1[O:43][CH2:44][CH2:45][CH2:46]1.[CH:9]([N-:10][CH:11]([CH3:12])[CH3:13])([CH3:14])[CH3:15].[Li+:16].[O:17]=[C:18]([C:19]([CH:20]=[O:21])([CH3:22])[CH3:23])[CH:24]([CH:25]([CH:26]([CH2:27][CH:28]=[CH2:29])[CH3:30])[O:31][C:32](=[O:33])[O:34][CH2:35][C:36]([Cl:37])([Cl:38])[Cl:39])[CH3:40].[OH2:41]>>[C:1]([CH2:2][CH:20]([C:19]([C:18](=[O:17])[CH:24]([CH:25]([CH:26]([CH2:27][CH:28]=[CH2:29])[CH3:30])[O:31][C:32](=[O:33])[O:34][CH2:35][C:36]([Cl:37])([Cl:38])[Cl:39])[CH3:40])([CH3:22])[CH3:23])[OH:21])(=[O:3])[O:4][C:5]([CH3:6])([CH3:7])[CH3:8]. The reactants are O=C([O-])[O-], CC(C)(C)OC(=O)n1cc(-c2cn(Cc3ccccc3)nn2)c2cccnc21, CO, [K+], [K+]. Product: c1ccc(Cn2cc(-c3c[nH]c4ncccc34)nn2)cc1. Reaction SMILES: [C:1](=[O:2])([O-:3])[O-:4].[CH2:7]([c:8]1[cH:9][cH:10][cH:11][cH:12][cH:13]1)[n:14]1[n:15][n:16][c:17](-[c:19]2[cH:20][n:21]([C:28]([O:29][C:30]([CH3:31])([CH3:32])[CH3:33])=[O:34])[c:22]3[n:23][cH:24][cH:25][cH:26][c:27]23)[cH:18]1.[CH3:35][OH:36].[K+:5].[K+:6]>>[CH2:7]([c:8]1[cH:9][cH:10][cH:11][cH:12][cH:13]1)[n:14]1[n:15][n:16][c:17](-[c:19]2[cH:20][nH:21][c:22]3[n:23][cH:24][cH:25][cH:26][c:27]23)[cH:18]1. The reactants are C=CCCCCCCCCCBr, O=C([O-])[O-], CCC(C)=O, [I-], [K+], [K+], [K+], O=Cc1ccc(O)cc1. The product is C=CCCCCCCCCCOc1ccc(C=O)cc1. Reaction SMILES: [Br:1][CH2:2][CH2:3][CH2:4][CH2:5][CH2:6][CH2:7][CH2:8][CH2:9][CH2:10][CH:11]=[CH2:12].[C:22](=[O:23])([O-:24])[O-:25].[CH2:30]([C:31]([CH3:32])=[O:33])[CH3:34].[I-:29].[K+:26].[K+:27].[K+:28].[OH:13][c:14]1[cH:15][cH:16][c:17]([CH:18]=[O:19])[cH:20][cH:21]1>>[CH2:2]([CH2:3][CH2:4][CH2:5][CH2:6][CH2:7][CH2:8][CH2:9][CH2:10][CH:11]=[CH2:12])[O:13][c:14]1[cH:15][cH:16][c:17]([CH:18]=[O:19])[cH:20][cH:21]1.